Task: describe an organic reaction: reactants, conditions, products, and yield. Dataset: the Open Reaction Database (ORD), a public repository of structured organic reaction records Starting materials: C1(=CC=CC=C1)C1CCN(CC1)CC1CNCC1C1=CC=CC=C1 (3-(RS)-((4-phenyl)piperidin-1-yl)methyl-4-(SR)-phenylpyrrolidine), CCN(C(C)C)C(C)C (DIEA), O=C1OCCN1P(=O)(N1C(OCC1)=O)Cl (bis (2-oxo-3-oxazolidinyl)phosphinic chloride), C1(=CC=CC=2C3=CC=CC=C3CC12)C(=O)O (1-fluorene carboxylic acid). The solvent is C(Cl)Cl (CH2Cl2). Reaction conditions: time 2 hour. Product: C1(=CC=CC=2C3=CC=CC=C3CC12)C(=O)N1CC(C(C1)C1=CC=CC=C1)CN1CCC(CC1)C1=CC=CC=C1 (1-(1-Fluorenecarbonyl)-3-(RS)-((4-phenyl)piperidin-1-yl)methyl-4-(SR)-phenylpyrrolidine). The yield is 87.5%. RXN SMILES: [C:1]1([CH:7]2[CH2:12][CH2:11][N:10]([CH2:13][CH:14]3[CH:18]([C:19]4[CH:24]=[CH:23][CH:22]=[CH:21][CH:20]=4)[CH2:17][NH:16][CH2:15]3)[CH2:9][CH2:8]2)[CH:6]=[CH:5][CH:4]=[CH:3][CH:2]=1.CCN(C(C)C)C(C)C.O=C1N(P(Cl)(N2CCOC2=O)=O)CCO1.[C:49]1([C:62](O)=[O:63])[C:61]2[CH2:60][C:59]3[C:54](=[CH:55][CH:56]=[CH:57][CH:58]=3)[C:53]=2[CH:52]=[CH:51][CH:50]=1>C(Cl)Cl>[C:49]1([C:62]([N:16]2[CH2:17][CH:18]([C:19]3[CH:20]=[CH:21][CH:22]=[CH:23][CH:24]=3)[CH:14]([CH2:13][N:10]3[CH2:9][CH2:8][CH:7]([C:1]4[CH:2]=[CH:3][CH:4]=[CH:5][CH:6]=4)[CH2:12][CH2:11]3)[CH2:15]2)=[O:63])[C:61]2[CH2:60][C:59]3[C:54](=[CH:55][CH:56]=[CH:57][CH:58]=3)[C:53]=2[CH:52]=[CH:51][CH:50]=1. Reported procedure: A solution of 10 mg (0.03 mnmol) of 3-(RS)-((4-phenyl)piperidin-1-yl)methyl-4-(SR)-phenylpyrrolidine (from Example 30, Step A), 10 mg (0.07 mmol) of DIEA and 10 mg (0.04 mmol) of bis (2-oxo-3-oxazolidinyl)phosphinic chloride (BOP-Cl) in 2 mL of CH2Cl2 (2 mL) at 0° C. was treated with 7 mg (0.16 mmol) of 1-fluorene carboxylic acid. The cooling bath was removed; the reaction was stirred at rt for 2 h and then was concentrated in vacuo . Preparative thin layer chromatography (silica gel GF, 20×20 c...